Dataset: the Open Reaction Database (ORD), a public repository of structured organic reaction records. Task: describe an organic reaction: reactants, conditions, products, and yield Starting materials: FC(F)(F)c1cnc(NCl)c(Cl)c1, Nc1ccc(C(F)(F)F)cn1. Product: FC(F)(F)c1ccc(NCl)nc1. RXN SMILES: [Cl:12][NH:13][c:14]1[n:15][cH:16][c:17]([C:21]([F:22])([F:23])[F:24])[cH:18][c:19]1[Cl:20].[NH2:1][c:2]1[cH:3][cH:4][c:5]([C:6]([F:7])([F:8])[F:9])[cH:10][n:11]1>>[Cl:12][NH:13][c:14]1[n:15][cH:16][c:17]([C:21]([F:22])([F:23])[F:24])[cH:18][cH:19]1.